This data is from the Open Reaction Database (ORD), a public repository of structured organic reaction records. The task is: describe an organic reaction: reactants, conditions, products, and yield Reactants: ClC1=CC=C(C=C1)C(C#N)CCCCN1CC(OC(C1)C)C (2-(4-chlorophenyl)-6-(2,6-dimethyl-4-morpholinyl)capronitrile), [H-].[Na+] (sodium hydride), ClCN1N=CN=C1 (1-(chloromethyl)-1,2,4-triazole). The solvent is CN(C)C=O (DMF). Yields the product ClC1=CC=C(C=C1)C(CN1N=CN=C1)(CCCCN1CC(OC(C1)C)C)C#N (1-[2-(4-Chlorophenyl)-2-cyano-6-(2,6-dimethyl-4-morpholinyl)hexyl]-1,2,4-triazole). As a reaction SMILES: [Cl:1][C:2]1[CH:7]=[CH:6][C:5]([CH:8]([CH2:11][CH2:12][CH2:13][CH2:14][N:15]2[CH2:20][CH:19]([CH3:21])[O:18][CH:17]([CH3:22])[CH2:16]2)[C:9]#[N:10])=[CH:4][CH:3]=1.[H-].[Na+].Cl[CH2:26][N:27]1[CH:31]=[N:30][CH:29]=[N:28]1>CN(C=O)C>[Cl:1][C:2]1[CH:7]=[CH:6][C:5]([C:8]([C:9]#[N:10])([CH2:11][CH2:12][CH2:13][CH2:14][N:15]2[CH2:16][CH:17]([CH3:22])[O:18][CH:19]([CH3:21])[CH2:20]2)[CH2:26][N:27]2[CH:31]=[N:30][CH:29]=[N:28]2)=[CH:4][CH:3]=1 |f:1.2|. Reported procedure: This compound (400 mg.) was prepared using the procedure described in Example 2b except using 400 mg. (1.25 mmoles) of 2-(4-chlorophenyl)-6-(2,6-dimethyl-4-morpholinyl)capronitrile, 0.06 g. (1.38 mmoles) of sodium hydride, 0.15 g. (1.25 mmoles) of 1-(chloromethyl)-1,2,4-triazole, and 4 ml. of DMF and was isolated as a yellow oil. Reactants: C(C)C(CNC(CC#N)=O)CCCC (N-(2-ethylhexyl) cyanoacetamide), COC=CC(C)=O (4-methoxy-3-butene-2-one), COCCO (methylcello-solve), CCCCCCCC (octane), COC=CC(C)=O (4-methoxy-3-butene-2-one). Solvent: C(Cl)Cl (methylene chloride). Run at time 2 hour. Product: C(C)C(CN1C(C(=CC=C1C)C#N)=O)CCCC (1-(2-ethylhexyl)-3-cyano-6-methylpyrid-2-one). Isolated yield 90.0%. As a reaction SMILES: [CH2:1]([CH:3]([CH2:11][CH2:12][CH2:13][CH3:14])[CH2:4][NH:5][C:6](=[O:10])[CH2:7][C:8]#[N:9])[CH3:2].CO[CH:17]=[CH:18][C:19](=O)[CH3:20].COCCO.CCCCCCCC>C(Cl)Cl>[CH2:1]([CH:3]([CH2:11][CH2:12][CH2:13][CH3:14])[CH2:4][N:5]1[C:19]([CH3:20])=[CH:18][CH:17]=[C:7]([C:8]#[N:9])[C:6]1=[O:10])[CH3:2]. Reported procedure: N-(2-ethylhexyl) cyanoacetamide (60.4 g., 0.30 mole), 4-methoxy-3-butene-2-one (60.0 g., 0.60 mole), methylcello-solve (250 ml.) and 1,4-diazobicyclo [2.2.2.] octane (6.0 g.) are heated at reflux for 4 hours. Additional 4-methoxy-3-butene-2-one (30 g.) is added and reflux is continued for another 2 hours. The solvent is removed in vacuo to give an oil. The oil is dissolved in methylene chloride and extracted first with 2N--HCl (150 ml.) and then with water (2 × 250 ml.). The organic layer is dri... The reactants are NC=1C=C(C=CC1N)C1=CCN(CC1)C(=O)OC(C)(C)C (tert-Butyl 4-(3,4-diaminophenyl)-5,6-dihydropyridine-1(2H)-carboxylate), C1=CN(C=N1)C(=O)N2C=CN=C2 (CDI). Solvent: C1CCOC1 (THF). Conditions: temperature 60 celsius, time 6 hour. Yields the product O=C1NC2=C(N1)C=CC(=C2)C2=CCN(CC2)C(=O)OC(C)(C)C (tert-Butyl 4-(2-oxo-2,3-dihydro-1H-benzo[d]imidazol-5-yl)-5,6-dihydropyridine-1(2H)-carboxylate). Isolated yield 68.0%. As a reaction SMILES: [NH2:1][C:2]1[CH:3]=[C:4]([C:9]2[CH2:14][CH2:13][N:12]([C:15]([O:17][C:18]([CH3:21])([CH3:20])[CH3:19])=[O:16])[CH2:11][CH:10]=2)[CH:5]=[CH:6][C:7]=1[NH2:8].C1N=CN([C:27](N2C=NC=C2)=[O:28])C=1>C1COCC1>[O:28]=[C:27]1[NH:8][C:7]2[CH:6]=[CH:5][C:4]([C:9]3[CH2:14][CH2:13][N:12]([C:15]([O:17][C:18]([CH3:21])([CH3:20])[CH3:19])=[O:16])[CH2:11][CH:10]=3)=[CH:3][C:2]=2[NH:1]1. Reported procedure: A mixture of compound 18 (0.58 g, 2 mmol) and CDI (0.34 g, 2.1 mmol) in THF (10 mL) was stirred at 60° C. for 6 h. The solvent was removed in vacuo, the residue was triturated with diethyl ether, and the resultant off-white solid was filtered and washed with diethyl ether to obtain compound 13. Yield: 68%, off-white solid, mp 244-245° C. IR (KBr, cm1) 3433, 3191 (CONH), 3037 (Ar—H), 2978 (Alph-H), 1713, 1689 (C=0), 1604, 1433 (C═C), 1244 (C—N), 1178 (C-0); 1H NMR (500 MHz, DMSO d6)g 1.39 (s, 9H,... The reactants are C(C1=CC=CC=C1)[C@]12CCC(=CC2=CCC2=CC(=CC=C12)Br)OCC (4a(S)-Benzyl-7-bromo-2-ethoxy-3,4,4a,9-tetrahydro-phenanthrene), CN(C)C=O (DMF), CN(C=O)C (dimethyl formamide). The reagents and catalysts are C=1C=CC(=CC1)[P](C=2C=CC=CC2)(C=3C=CC=CC3)[Pd]([P](C=4C=CC=CC4)(C=5C=CC=CC5)C=6C=CC=CC6)([P](C=7C=CC=CC7)(C=8C=CC=CC8)C=9C=CC=CC9)[P](C=1C=CC=CC1)(C=1C=CC=CC1)C=1C=CC=CC1 (tetrakis(triphenylphosphine)palladium(0)), [C-]#N.[Zn+2].[C-]#N (Zinc cyanide). Reaction conditions: temperature 80 celsius, time 7 hour. Yields the product C(C1=CC=CC=C1)[C@@]12C=3C=CC(=CC3CC=C2C=C(CC1)OCC)C#N (4b(S)-Benzyl-7-ethoxy-4b,5,6,10-tetrahydro-phenanthrene-2-carbonitrile). Isolated yield 96.0%. RXN SMILES: [CH2:1]([C@:8]12[C:21]3[C:16](=[CH:17][C:18](Br)=[CH:19][CH:20]=3)[CH2:15][CH:14]=[C:13]1[CH:12]=[C:11]([O:23][CH2:24][CH3:25])[CH2:10][CH2:9]2)[C:2]1[CH:7]=[CH:6][CH:5]=[CH:4][CH:3]=1.[CH3:26][N:27](C=O)C>[C-]#N.[Zn+2].[C-]#N.C1C=CC([P]([Pd]([P](C2C=CC=CC=2)(C2C=CC=CC=2)C2C=CC=CC=2)([P](C2C=CC=CC=2)(C2C=CC=CC=2)C2C=CC=CC=2)[P](C2C=CC=CC=2)(C2C=CC=CC=2)C2C=CC=CC=2)(C2C=CC=CC=2)C2C=CC=CC=2)=CC=1>[CH2:1]([C@@:8]12[CH2:9][CH2:10][C:11]([O:23][CH2:24][CH3:25])=[CH:12][C:13]1=[CH:14][CH2:15][C:16]1[CH:17]=[C:18]([C:26]#[N:27])[CH:19]=[CH:20][C:21]2=1)[C:2]1[CH:7]=[CH:6][CH:5]=[CH:4][CH:3]=1 |f:2.3.4,^1:39,41,60,79|. Procedure: Zinc cyanide (13.4 g, 114 mmol) was added to a solution of 4a(S)-Benzyl-7-bromo-2-ethoxy-3,4,4a,9-tetrahydro-phenanthrene (30 grams, 75.9 mmol) in DMF (200 mL) followed by tetrakis(triphenylphosphine)palladium(0), (10.5 g, 9.11 mmol) in a flask outfitted with a bleach scrubbing system. Additional dimethyl formamide (400 mL) was used to wash the sides of the flask and funnel. The suspension was heated to 80° C. After 7 hours HPLC showed no starting material and the reaction was cooled to room tem... The reactants are CC(=O)OCC(C)n1ccc2c([N+](=O)[O-])c(Cl)ccc2c1=O, CCO, [Cl-], ClCCl, [Fe], [NH4+], O. Product: CC(=O)OCC(C)n1ccc2c(N)c(Cl)ccc2c1=O. As a reaction SMILES: [C:1]([CH3:2])(=[O:3])[O:4][CH2:5][CH:6]([CH3:7])[n:8]1[c:9](=[O:22])[c:10]2[cH:11][cH:12][c:13]([Cl:21])[c:14]([N+:18]([O-:19])=[O:20])[c:15]2[cH:16][cH:17]1.[CH3:23][CH2:24][OH:25].[Cl-:26].[Cl:30][CH2:31][Cl:32].[Fe:29].[NH4+:27].[OH2:28]>>[C:1]([CH3:2])(=[O:3])[O:4][CH2:5][CH:6]([CH3:7])[n:8]1[c:9](=[O:22])[c:10]2[cH:11][cH:12][c:13]([Cl:21])[c:14]([NH2:18])[c:15]2[cH:16][cH:17]1. Starting materials: NC1=CC=C(C(=O)OCC)C=C1 (ethyl p-aminobenzoate), CN(P(=O)(N(C)C)N(C)C)C (hexamethylphosphoramide), C1(=CC=CC=C1)CCCCCCCCl (7-phenylheptylchloride), [I-].[Na+] (sodium iodide). Run in O (water), C(C)O.O (ethanol water). The product is C1(=CC=CC=C1)CCCCCCCNC1=CC=C(C(=O)OCC)C=C1 (Ethyl p-[(7-Phenylheptyl)amino]benzoate). RXN SMILES: [NH2:1][C:2]1[CH:12]=[CH:11][C:5]([C:6]([O:8][CH2:9][CH3:10])=[O:7])=[CH:4][CH:3]=1.[C:13]1([CH2:19][CH2:20][CH2:21][CH2:22][CH2:23][CH2:24][CH2:25]Cl)[CH:18]=[CH:17][CH:16]=[CH:15][CH:14]=1.[I-].[Na+].CN(C)P(N(C)C)(N(C)C)=O>O.C(O)C.O>[C:13]1([CH2:19][CH2:20][CH2:21][CH2:22][CH2:23][CH2:24][CH2:25][NH:1][C:2]2[CH:3]=[CH:4][C:5]([C:6]([O:8][CH2:9][CH3:10])=[O:7])=[CH:11][CH:12]=2)[CH:18]=[CH:17][CH:16]=[CH:15][CH:14]=1 |f:2.3,6.7|. Procedure: A mixture of 8.25 g. of ethyl p-aminobenzoate, 5.06 g. of 7-phenylheptylchloride, 3.6 g. of sodium iodide and 25 ml. of hexamethylphosphoramide is heated in an oil bath at 110° C. for 20 hours. The mixture is chilled, diluted with 30 ml. of ethanol-water (1:1) and with water to give crystals, m.p. 65°-67° C. Recrystallization from ethanol gives white crystals, m.p. 66.5°-68° C. The reactants are Cc1ccccc1, O=C(O)c1cc2cc(F)ccc2n1Cc1cccc(F)c1, N, O, O=S(Cl)Cl. Product: NC(=O)c1cc2cc(F)ccc2n1Cc1cccc(F)c1. RXN SMILES: [CH3:27][c:28]1[cH:29][cH:30][cH:31][cH:32][cH:33]1.[F:1][c:2]1[cH:3][c:4]2[cH:5][c:6]([C:19](=[O:20])[OH:21])[n:7]([CH2:11][c:12]3[cH:13][c:14]([F:18])[cH:15][cH:16][cH:17]3)[c:8]2[cH:9][cH:10]1.[NH3:26].[OH2:34].[S:22]([Cl:23])([Cl:24])=[O:25]>>[F:1][c:2]1[cH:3][c:4]2[cH:5][c:6]([C:19](=[O:21])[NH2:26])[n:7]([CH2:11][c:12]3[cH:13][c:14]([F:18])[cH:15][cH:16][cH:17]3)[c:8]2[cH:9][cH:10]1. The reactants are BrC=1C(=CC(=NC1)N)C (5-Bromo-4-methylpyridine-2-amine), ice water, N (ammonia), IN1C(CCC1=O)=O (N-Iodosuccinimide), FC(C(=O)O)(F)F (trifluoroacetic acid). The solvent is C(C)(=O)O (acetic acid). Reaction conditions: time 2.5 hour. The product is BrC=1C(=C(C(=NC1)N)I)C (5-Bromo-3-iodo-4-methylpyridin-2-amine). Yield: 94.5%. RXN SMILES: [Br:1][C:2]1[C:3]([CH3:9])=[CH:4][C:5]([NH2:8])=[N:6][CH:7]=1.[I:10]N1C(=O)CCC1=O.FC(F)(F)C(O)=O.N>C(O)(=O)C>[Br:1][C:2]1[C:3]([CH3:9])=[C:4]([I:10])[C:5]([NH2:8])=[N:6][CH:7]=1. Reported procedure: 5-Bromo-4-methylpyridine-2-amine (3.1 g) was dissolved in acetic acid (20 ml). N-Iodosuccinimide (3.8 g) and trifluoroacetic acid (0.2 ml) were added and the mixture was stirred at room temperature for 2.5 hours. The reaction solution was poured into ice water and neutralized with 28% aqueous ammonia. Then, the precipitated solid was collected by filtration, washed with water and dried to give the title compound (4.9 g). The reactants are CN(C)C=O (DMF), C(C)OC(=O)C=1NN=C2C1CCC1=CN=C(C=C21)Cl (8-Chloro-4,5-dihydro-2H-1,2,7-triaza-cyclopenta[a]naphthalene-3-carboxylic acid ethyl ester), O([Li])C(C)(C)C (LiOtBu), CN(C)C=O (DMF), C(C)(C)(C)OC(=O)NC(OS(=O)(=O)C)C1CC1 ((1-tert.-Butoxycarbonylamino-1-methanesulfonyloxymethyl)-cyclo-propane). Conditions: temperature 100 celsius. Product: C(C)OC(=O)C=1N(N=C2C1CCC1=CN=C(C=C21)Cl)CC2(CC2)NC(=O)OC(C)(C)C (2-(1-tert-Butoxycarbonylamino-cyclopropylmethyl)-8-chloro-4,5-dihydro-2H-1,2,7-triaza-cyclopenta[a]naphthalene-3-carboxylic acid ethyl ester). RXN SMILES: [CH2:1]([O:3][C:4]([C:6]1[NH:7][N:8]=[C:9]2[C:18]3[C:13](=[CH:14][N:15]=[C:16]([Cl:19])[CH:17]=3)[CH2:12][CH2:11][C:10]=12)=[O:5])[CH3:2].[O:20]([C:22]([CH3:25])([CH3:24])[CH3:23])[Li].C(OC(N[CH:34]([CH:40]1[CH2:42][CH2:41]1)OS(C)(=O)=O)=O)(C)(C)C.C[N:44]([CH:46]=[O:47])C>>[CH2:1]([O:3][C:4]([C:6]1[N:7]([CH2:41][C:42]2([NH:44][C:46]([O:20][C:22]([CH3:25])([CH3:24])[CH3:23])=[O:47])[CH2:34][CH2:40]2)[N:8]=[C:9]2[C:18]3[C:13](=[CH:14][N:15]=[C:16]([Cl:19])[CH:17]=3)[CH2:12][CH2:11][C:10]=12)=[O:5])[CH3:2]. Procedure: 8-Chloro-4,5-dihydro-2H-1,2,7-triaza-cyclopenta[a]naphthalene-3-carboxylic acid ethyl ester (239 mg; 0.9 mmol) in DMF (4 ml) is treated at 50 C with LiOtBu (1N in THF; 0.9 ml; 0.9 mmol) for 10 minutes. (1-tert.-Butoxycarbonylamino-1-methanesulfonyloxymethyl)-cyclo-propane (U.S. Pat. No. 4,622,418) (250 mg; 0.9 mmol) in DMF (1 ml) is added and the mixture heated to 100° C. for 30 minutes. The reaction mixture is evaporated to dryness, taken up in TBME and washed several times with 0.5 N NaOH. The...